This data is from the Open Reaction Database (ORD), a public repository of structured organic reaction records. The task is: describe an organic reaction: reactants, conditions, products, and yield Starting materials: [H-].[Na+] (NaH), [Si](C)(C)(C(C)(C)C)OC[C@H](C)NC(OC(C)(C)C)=O ((S)-tert-butyl 1-(tert-butyldimethylsilyloxy)propan-2-ylcarbamate), CI (methyl iodide). Solvent: CN(C)C=O (DMF). Conditions: time 30 minute. The product is [Si](C)(C)(C(C)(C)C)OC[C@H](C)N(C(OC(C)(C)C)=O)C ((S)-tert-butyl 1-(tert-butyldimethylsilyloxy)propan-2-yl(methyl)carbamate). As a reaction SMILES: [H-].[Na+].[Si:3]([O:10][CH2:11][C@@H:12]([NH:14][C:15](=[O:21])[O:16][C:17]([CH3:20])([CH3:19])[CH3:18])[CH3:13])([C:6]([CH3:9])([CH3:8])[CH3:7])([CH3:5])[CH3:4].[CH3:22]I>CN(C=O)C>[Si:3]([O:10][CH2:11][C@@H:12]([N:14]([CH3:22])[C:15](=[O:21])[O:16][C:17]([CH3:20])([CH3:19])[CH3:18])[CH3:13])([C:6]([CH3:9])([CH3:7])[CH3:8])([CH3:5])[CH3:4] |f:0.1|. Reported procedure: To a solution of NaH (60% dispersed in mineral oil, 60 mg, 1.49 mmol, 1.15 equiv.) in DMF (2.0 mL) was added (S)-tert-butyl 1-(tert-butyldimethylsilyloxy)propan-2-ylcarbamate (360 mg, 1.3 mmol). The reaction mixture was stirred for 30 min followed by addition of methyl iodide (93 μL, 1.49 mmol, 1.15 equiv.) and stirred for 1 h. LC/MS indicated the reaction was complete. The reaction mixture was quenched with saturated NH4Cl and diluted with EtOAc. The organic layer was separated, washed with bri... The reactants are C1(=CC=C(C=C1)S(=O)(=O)C)C (Methyl p-tolyl sulfone), BrN1C(CCC1=O)=O (N-bromosuccinimide). Run in C(Cl)(Cl)(Cl)Cl (CCl4). Yields the product CS(=O)(=O)C1=CC=C(CBr)C=C1 (4-methanesulfonylbenzyl bromide). The yield is 94.3%. RXN SMILES: [C:1]1([CH3:11])[CH:6]=[CH:5][C:4]([S:7]([CH3:10])(=[O:9])=[O:8])=[CH:3][CH:2]=1.[Br:12]N1C(=O)CCC1=O>C(Cl)(Cl)(Cl)Cl>[CH3:10][S:7]([C:4]1[CH:5]=[CH:6][C:1]([CH2:11][Br:12])=[CH:2][CH:3]=1)(=[O:9])=[O:8]. Reported procedure: Methyl p-tolyl sulfone (24 g, 0.14 mol) in 550 ml CCl4 was heated to reflux temperature, N-bromosuccinimide (17.8 g, 0.14 mol) was added in portions and the mixture was refluxed for 3 h. After cooling to room temperature, the mixture was filtered and the filtrate was concentrated to yield 4-methanesulfonylbenzyl bromide as a crystalline solid (32.9 g), 1H-NMR (CDCl3) δ 8.05 (d, 2H), 7.70 (d, 2H), 4.45 (s, 2H), 3.09 (s, 3H). To the crude product in water (200 ml) were added sodium sulfite (33.2 g... Reactants: C1(CC1)COC=1C=CC2=C(N=C(O2)C2=C(C(=NO2)OC[C@H](C)NC(OC(C)(C)C)=O)C)C1 (tert-butyl [(1S)-2-({5-[5-(cyclopropylmethoxy)-1,3-benzoxazol-2-yl]-4-methylisoxazol-3-yl}oxy)-1-methylethyl]carbamate), N1=CC=CC=C1 (pyridine). Product: C1(CC1)COC=1C=CC2=C(N=C(O2)C2=C(C(=NO2)OC[C@H](C)NC(=O)NC)C)C1 (1-[(1S)-2-({5-[5-(cyclopropylmethoxy)-1,3-benzoxazol-2-yl]-4-methylisoxazol-3-yl}oxy)-1-methylethyl]-3-methylurea). RXN SMILES: [CH:1]1([CH2:4][O:5][C:6]2[CH:7]=[CH:8][C:9]3[O:13][C:12]([C:14]4[O:18][N:17]=[C:16]([O:19][CH2:20][C@@H:21]([NH:23][C:24](=O)[O:25]C(C)(C)C)[CH3:22])[C:15]=4[CH3:31])=[N:11][C:10]=3[CH:32]=2)[CH2:3][CH2:2]1.[N:33]1C=CC=C[CH:34]=1>>[CH:1]1([CH2:4][O:5][C:6]2[CH:7]=[CH:8][C:9]3[O:13][C:12]([C:14]4[O:18][N:17]=[C:16]([O:19][CH2:20][C@@H:21]([NH:23][C:24]([NH:33][CH3:34])=[O:25])[CH3:22])[C:15]=4[CH3:31])=[N:11][C:10]=3[CH:32]=2)[CH2:3][CH2:2]1. Reported procedure: Using tert-butyl [(1S)-2-({5-[5-(cyclopropylmethoxy)-1,3-benzoxazol-2-yl]-4-methylisoxazol-3-yl}oxy)-1-methylethyl]carbamate, and in the same manner as in Example 16 (using pyridine instead of triethylamine), the title compound was obtained.